describe an organic reaction: reactants, conditions, products, and yield From a dataset of the Open Reaction Database (ORD), a public repository of structured organic reaction records. Reactants: ClC1=CC=C(C=C1)S(=O)(=O)NCCCCC(CC(=O)OCC)CCCC=1C=NC=CC1 (ethyl 7-(p-chlorophenylsulfonamido)-3-[3-(3-pyridyl)propyl]-heptanoate), [OH-].[Na+] (sodium hydroxide). Run in CO (methanol). The product is ClC1=CC=C(C=C1)S(=O)(=O)NCCCCC(CC(=O)O)CCCC=1C=NC=CC1 (7-(p-chlorophenylsulfonamido)-3-[3-(3-pyridyl)propyl]-heptanoic acid). As a reaction SMILES: [Cl:1][C:2]1[CH:7]=[CH:6][C:5]([S:8]([NH:11][CH2:12][CH2:13][CH2:14][CH2:15][CH:16]([CH2:23][CH2:24][CH2:25][C:26]2[CH:27]=[N:28][CH:29]=[CH:30][CH:31]=2)[CH2:17][C:18]([O:20]CC)=[O:19])(=[O:10])=[O:9])=[CH:4][CH:3]=1.[OH-].[Na+]>CO>[Cl:1][C:2]1[CH:7]=[CH:6][C:5]([S:8]([NH:11][CH2:12][CH2:13][CH2:14][CH2:15][CH:16]([CH2:23][CH2:24][CH2:25][C:26]2[CH:27]=[N:28][CH:29]=[CH:30][CH:31]=2)[CH2:17][C:18]([OH:20])=[O:19])(=[O:9])=[O:10])=[CH:4][CH:3]=1 |f:1.2|. Reported procedure: Hydrolysis of ethyl 7-(p-chlorophenylsulfonamido)-3-[3-(3-pyridyl)propyl]-heptanoate in 3 ml methanol with 5.2 ml (5.2 mmol) of 1N aqueous sodium hydroxide according to procedure described in the previous examples yields 7-(p-chlorophenylsulfonamido)-3-[3-(3-pyridyl)propyl]-heptanoic acid, m.p. 95°-97°. Starting materials: NCCCN1C(=NC=2C(=NC=3C=CC=CC3C21)N)CCOC (1-(3-aminopropyl)-2-(2-methoxyethyl)-1H-imidazo[4,5-c]quinolin-4-amine), C1(=CC=CC=C1)S(=O)(=O)Cl (benzenesulfonyl chloride). Yields the product NC1=NC=2C=CC=CC2C2=C1N=C(N2CCCNS(=O)(=O)C2=CC=CC=C2)CCOC (N-{3-[4-amino-2-(2-methoxyethyl)-1H-imidazo[4,5-c]quinolin-1-yl]propyl}benzenesulfonamide). The yield is 61.0%. As a reaction SMILES: [NH2:1][CH2:2][CH2:3][CH2:4][N:5]1[C:17]2[C:16]3[CH:15]=[CH:14][CH:13]=[CH:12][C:11]=3[N:10]=[C:9]([NH2:18])[C:8]=2[N:7]=[C:6]1[CH2:19][CH2:20][O:21][CH3:22].[C:23]1([S:29](Cl)(=[O:31])=[O:30])[CH:28]=[CH:27][CH:26]=[CH:25][CH:24]=1>>[NH2:18][C:9]1[C:8]2[N:7]=[C:6]([CH2:19][CH2:20][O:21][CH3:22])[N:5]([CH2:4][CH2:3][CH2:2][NH:1][S:29]([C:23]3[CH:28]=[CH:27][CH:26]=[CH:25][CH:24]=3)(=[O:31])=[O:30])[C:17]=2[C:16]2[CH:15]=[CH:14][CH:13]=[CH:12][C:11]=2[N:10]=1. Reported procedure: Using the general method of Example 242, 1-(3-aminopropyl)-2-(2-methoxyethyl)-1H-imidazo[4,5-c]quinolin-4-amine (1.53 g, 5.11 mmol) was reacted with benzenesulfonyl chloride (993 mg, 5,62 mmol) to provide 1.37 g of N-{3-[4-amino-2-(2-methoxyethyl)-1H-imidazo[4,5-c]quinolin-1-yl]propyl}benzenesulfonamide as a white powder, m.p. 149-151° C. Analysis: Calculated for C22H25N5O3S: % C, 60.12; % H, 5.73; % N, 15.93; Found: % C, 60.40; % H, 5.82; % N, 15.85. Starting materials: CC=1CC2=CC=CC=C2C1 (2-methylindene), C[Si](Cl)(Cl)C (dimethyldichlorosilane), O (water). The solvent is O1CCCC1 (tetrahydrofuran), C(CCC)[Li] (n-butyllithium), CCCCCC (hexane). Run at time 1 hour. The product is C[Si](C1C(=CC2=CC=CC=C12)C)(C1C(=CC2=CC=CC=C12)C)C (dimethylbis(2-methylindenyl)silane). Yield: 68.0%. Reaction SMILES: [CH3:1][C:2]1[CH2:3][C:4]2[C:9]([CH:10]=1)=[CH:8][CH:7]=[CH:6][CH:5]=2.[CH3:11][Si:12]([CH3:15])(Cl)Cl.O>O1CCCC1.C([Li])CCC.CCCCCC>[CH3:11][Si:12]([CH3:15])([CH:10]1[C:9]2[C:4](=[CH:5][CH:6]=[CH:7][CH:8]=2)[CH:3]=[C:2]1[CH3:1])[CH:3]1[C:4]2[C:9](=[CH:8][CH:7]=[CH:6][CH:5]=2)[CH:10]=[C:2]1[CH3:1]. Procedure: In a 500 ml glass reactor, 4.3 g (33 mmole) of 2-methylindene was dissolved in 80 ml of tetrahydrofuran, to which 21 ml of 1.6M n-butyllithium in hexane was slowly added under cooling. After the mixture was stirred at room tempearture for 1 hour, it was cooled again, and 2.1 g of dimethyldichlorosilane was added dropwise. After the mixture was stirred at room temperature for 12 hours, 50 ml of water was added, and the organic phase was separated and dried to give 3.5 g of dimethylbis(2-methylind... The reactants are S1C(=CC=C1)CC(=O)NC1[C@@H]2N(C(C(=CS2)C(=O)Cl)C(=O)OC(C2=CC=CC=C2)C2=CC=CC=C2)C1=O (Benzhydryl 7-(2-thienylacetamido)-3-chlorocarbonyl-2-cephem-4-carboxylate), CON (methoxyamine). Run in O1CCCC1 (tetrahydrofuran). Product: S1C(=CC=C1)CC(=O)NC1[C@@H]2N(C(C(=CS2)C(=O)NOC)C(=O)OC(C2=CC=CC=C2)C2=CC=CC=C2)C1=O (benzhydryl 7-(2-thienylacetamido)-3-methoxyaminocarbonyl-2-cephem-4-carboxylate). As a reaction SMILES: [S:1]1[CH:5]=[CH:4][CH:3]=[C:2]1[CH2:6][C:7]([NH:9][CH:10]1[C:36](=[O:37])[N:12]2[CH:13]([C:20]([O:22][CH:23]([C:30]3[CH:35]=[CH:34][CH:33]=[CH:32][CH:31]=3)[C:24]3[CH:29]=[CH:28][CH:27]=[CH:26][CH:25]=3)=[O:21])[C:14]([C:17](Cl)=[O:18])=[CH:15][S:16][C@H:11]12)=[O:8].[CH3:38][O:39][NH2:40]>O1CCCC1>[S:1]1[CH:5]=[CH:4][CH:3]=[C:2]1[CH2:6][C:7]([NH:9][CH:10]1[C:36](=[O:37])[N:12]2[CH:13]([C:20]([O:22][CH:23]([C:30]3[CH:35]=[CH:34][CH:33]=[CH:32][CH:31]=3)[C:24]3[CH:29]=[CH:28][CH:27]=[CH:26][CH:25]=3)=[O:21])[C:14]([C:17]([NH:40][O:39][CH3:38])=[O:18])=[CH:15][S:16][C@H:11]12)=[O:8]. Procedure details: Benzhydryl 7-(2-thienylacetamido)-3-chlorocarbonyl-2-cephem-4-carboxylate reacts with 1.1 equivalents of methoxyamine in tetrahydrofuran at -76° C. to give benzhydryl 7-(2-thienylacetamido)-3-methoxyaminocarbonyl-2-cephem-4-carboxylate. 4'-Methoxybenzyl 7-butyramido-3-methylcarbonyldioxycarbonyl-3-cephem-4-carboxylate reacts with 1.1 equivalents phenylhydroxylamine in methylene chloride at -76° C. to provide 4'-methoxybenzyl 7-butyramido-3-phenylhydroxaminocarbonyl-3-cephem-4-carboxylate.